From a dataset of the Open Reaction Database (ORD), a public repository of structured organic reaction records. describe an organic reaction: reactants, conditions, products, and yield Reactants: Cl (HCl), C(C)(C)(C)OC(=O)NCC=1NC(=CC1C(=O)OCC)C1=C2N=C(C(=NC2=CC=C1)C)NC(C)(C)C (ethyl 2-(((tert-butoxycarbonyl)amino)methyl)-5-(3-(tert-butylamino)-2-methylquinoxalin-5-yl)-1H-pyrrole-3-carboxylate), [Li+].[OH-] (LiOH), O1CCOCC1 (dioxane). The solvent is O (water). Run at temperature 110 celsius. The product is Cl.NCC=1NC(=CC1C(=O)O)C1=C2N=C(C(=NC2=CC=C1)C)NC(C)(C)C (2-(aminomethyl)-5-(3-(tert-butylamino)-2-methylquinoxalin-5-yl)-1H-pyrrole-3-carboxylic acid hydrochloride). RXN SMILES: C(OC([NH:8][CH2:9][C:10]1[NH:11][C:12]([C:20]2[CH:29]=[CH:28][CH:27]=[C:26]3[C:21]=2[N:22]=[C:23]([NH:31][C:32]([CH3:35])([CH3:34])[CH3:33])[C:24]([CH3:30])=[N:25]3)=[CH:13][C:14]=1[C:15]([O:17]CC)=[O:16])=O)(C)(C)C.[Li+].[OH-].O1CCOCC1.[ClH:44]>O>[ClH:44].[NH2:8][CH2:9][C:10]1[NH:11][C:12]([C:20]2[CH:29]=[CH:28][CH:27]=[C:26]3[C:21]=2[N:22]=[C:23]([NH:31][C:32]([CH3:35])([CH3:34])[CH3:33])[C:24]([CH3:30])=[N:25]3)=[CH:13][C:14]=1[C:15]([OH:17])=[O:16] |f:1.2,6.7|. Procedure details: A glass microwave reaction vessel was charged with ethyl 2-(((tert-butoxycarbonyl)amino)methyl)-5-(3-(tert-butylamino)-2-methylquinoxalin-5-yl)-1H-pyrrole-3-carboxylate (334b) (0.27 g, 0.56 mmol), LiOH hydrated (0.12 g, 2.82 mmol), dioxane (3 mL), and water (1 mL). The reaction mixture was stirred and heated in an Initiator microwave reactor (Personal Chemistry, Biotage AB, Inc., Uppsala, Sweden) at 110° C. for 3 h. The reaction mixture was acidified with HCl (1 N, 5 mL) and the orange solid obt... Reactants: NC=1C2=C(N=CN1)P=CN2COCCOC(C)=O (7-amino-1-[(2-acetoxyethoxy)methyl]-1,3-azaphospholo[4,5-d]pyrimidine), NC=1C2=C(N=CN1)P=CN2COCCOC(C)=O (7-amino-1-[(2-acetoxyethoxy)methyl]-1,3-azaphospholo[4,5-d]pyrimidine). The solvent is N (ammonia). Run at time 18 hour. The product is NC=1C2=C(N=CN1)P=CN2COCCO (7-Amino-1-[(2-hydroxyethoxy)methyl]-1,3-azaphospholo-[4,5-d]pyrimidine). The yield is 92.1%. As a reaction SMILES: [NH2:1][C:2]1[C:3]2[N:10]([CH2:11][O:12][CH2:13][CH2:14][O:15]C(=O)C)[CH:9]=[P:8][C:4]=2[N:5]=[CH:6][N:7]=1>N>[NH2:1][C:2]1[C:3]2[N:10]([CH2:11][O:12][CH2:13][CH2:14][OH:15])[CH:9]=[P:8][C:4]=2[N:5]=[CH:6][N:7]=1. Reported procedure: A mixture of 7-amino-1-[(2-acetoxyethoxy)methyl]-1,3-azaphospholo[4,5-d]pyrimidine (compound 21, R=CH2OCH2CH2OAc, 0.45 g, 1.68 mmol) and methanolic ammonia (100 mL, saturated at 0° C.) was stirred at room temperature for 18 h. Methanolic ammonia was evaporated in vacuo and the residue was purified by silica gel column (2×8 cm) chromatography. The column was flash eluted with dichloromethane containing 0-12% methanol. The homogeneous fractions were pooled and evaporated to yield 0.35 g (92%) of t...